Dataset: the Open Reaction Database (ORD), a public repository of structured organic reaction records. Task: describe an organic reaction: reactants, conditions, products, and yield Starting materials: COC1=NC2=CC=CC=C2C=C1NC(OC1=CC=CC=C1)=O (Phenyl N-(2-methoxyquinolin-3-yl)carbamate), C1(=CC=CC2=CC=CC=C12)N1CCNCC1 (1-(1-naphthyl)piperazine). Yields the product COC1=NC2=CC=CC=C2C=C1NC(=O)N1CCN(CC1)C1=CC=CC2=CC=CC=C12 (1-[(2-Methoxyquinolin-3-yl)aminocarbonyl]-4-(1-naphthyl)piperazine). The yield is 68.0%. Reaction SMILES: [CH3:1][O:2][C:3]1[C:12]([NH:13][C:14](=[O:22])OC2C=CC=CC=2)=[CH:11][C:10]2[C:5](=[CH:6][CH:7]=[CH:8][CH:9]=2)[N:4]=1.[C:23]1([N:33]2[CH2:38][CH2:37][NH:36][CH2:35][CH2:34]2)[C:32]2[C:27](=[CH:28][CH:29]=[CH:30][CH:31]=2)[CH:26]=[CH:25][CH:24]=1>>[CH3:1][O:2][C:3]1[C:12]([NH:13][C:14]([N:36]2[CH2:35][CH2:34][N:33]([C:23]3[C:32]4[C:27](=[CH:28][CH:29]=[CH:30][CH:31]=4)[CH:26]=[CH:25][CH:24]=3)[CH2:38][CH2:37]2)=[O:22])=[CH:11][C:10]2[C:5](=[CH:6][CH:7]=[CH:8][CH:9]=2)[N:4]=1. Procedure: Phenyl N-(2-methoxyquinolin-3-yl)carbamate and 1-(1-naphthyl)piperazine were reacted by the same way with the example 81 to obtain the titled compound.